From a dataset of the Open Reaction Database (ORD), a public repository of structured organic reaction records. describe an organic reaction: reactants, conditions, products, and yield The product is NC(=O)CC1=CC=C(C=C1)CNC([C@H](NC(C(C1=CC=CC=C1)C1=CC=CC=C1)=O)CCCNC(=O)OCC1=CC=CC=C1)=O ((R)-N-[[4-(Aminocarbonylmethyl)phenyl]methyl]-N2 -(diphenylacetyl)-N5 -(phenylmethoxycarbonyl)-ornithinamide). As a reaction SMILES: [C:1]1([CH:7]([C:29]2[CH:34]=[CH:33][CH:32]=[CH:31][CH:30]=2)[C:8]([NH:10][C@@H:11]([C:26](O)=[O:27])[CH2:12][CH2:13][CH2:14][NH:15][C:16]([O:18][CH2:19][C:20]2[CH:25]=[CH:24][CH:23]=[CH:22][CH:21]=2)=[O:17])=[O:9])[CH:6]=[CH:5][CH:4]=[CH:3][CH:2]=1.[NH2:35][C:36]([CH2:38][C:39]1[CH:44]=[CH:43][C:42]([CH2:45][NH2:46])=[CH:41][CH:40]=1)=[O:37].CN(C(ON1N=NC2C=CC=CC1=2)=[N+](C)C)C.[B-](F)(F)(F)F>>[NH2:35][C:36]([CH2:38][C:39]1[CH:44]=[CH:43][C:42]([CH2:45][NH:46][C:26](=[O:27])[C@@H:11]([CH2:12][CH2:13][CH2:14][NH:15][C:16]([O:18][CH2:19][C:20]2[CH:25]=[CH:24][CH:23]=[CH:22][CH:21]=2)=[O:17])[NH:10][C:8](=[O:9])[CH:7]([C:29]2[CH:30]=[CH:31][CH:32]=[CH:33][CH:34]=2)[C:1]2[CH:2]=[CH:3][CH:4]=[CH:5][CH:6]=2)=[CH:41][CH:40]=1)=[O:37] |f:2.3|. Reactants: C1(=CC=CC=C1)C(C(=O)N[C@H](CCCNC(=O)OCC1=CC=CC=C1)C(=O)O)C1=CC=CC=C1 ((R)-N2 -diphenylacetyl-N5 -(phenylmethoxycarbonyl)-ornithine), NC(=O)CC1=CC=C(C=C1)CN (4-(aminocarbonylmethyl)-benzenemethanamine), CN(C)C(=[N+](C)C)ON1C2=C(C=CC=C2)N=N1.[B-](F)(F)(F)F (TBTU). Procedure: Prepared analogously to Example 6d) from (R)-N2 -diphenylacetyl-N5 -(phenylmethoxycarbonyl)-ornithine, 4-(aminocarbonylmethyl)-benzenemethanamine and TBTU in a yield of 89% of theory. Colourless crystals, Mp. 203-205° C. Isolated yield 89.0%. Starting materials: C(C)OC(=O)C=1C(=NC(=NC1)NCCCC1CCN(CC1)C)C (4-methyl-2-[3-(1-methyl-piperidin-4-yl)-propylamino]-pyrimidine-5-carboxylic acid ethyl ester), [H-].C(C(C)C)[Al+]CC(C)C (diisobutylaluminum hydride). Solvent: C1CCOC1 (THF). The product is CC1=NC(=NC=C1CO)NCCCC1CCN(CC1)C ({4-Methyl-2-[3-(1-methyl-piperidin-4-yl)-propylamino]-pyrimidin-5-yl}-methanol). Yield: 78.7%. RXN SMILES: C([O:3][C:4]([C:6]1[C:7]([CH3:23])=[N:8][C:9]([NH:12][CH2:13][CH2:14][CH2:15][CH:16]2[CH2:21][CH2:20][N:19]([CH3:22])[CH2:18][CH2:17]2)=[N:10][CH:11]=1)=O)C.[H-].C([Al+]CC(C)C)C(C)C>C1COCC1>[CH3:23][C:7]1[C:6]([CH2:4][OH:3])=[CH:11][N:10]=[C:9]([NH:12][CH2:13][CH2:14][CH2:15][CH:16]2[CH2:21][CH2:20][N:19]([CH3:22])[CH2:18][CH2:17]2)[N:8]=1 |f:1.2|. Procedure: To a 0° C. solution of 4-methyl-2-[3-(1-methyl-piperidin-4-yl)-propylamino]-pyrimidine-5-carboxylic acid ethyl ester (0.20 g, 0.63 mmol) in THF (6 mL) was added diisobutylaluminum hydride (1 M in hexanes; 1.25 mL, 1.25 mmol) dropwise. The mixture was warmed to rt over 1 h. The reaction was quenched with 1 M H2SO4 (2 mL). The mixture was neutralized with satd. aq. NaHCO3, and diluted with MeOH (2 mL), CHCl3 (10 mL), and satd. aq. sodium potassium tartrate (10 mL). The mixture was stirred vigourou... The reactants are C(C)(C)(C)OC(=O)N1C(OC[C@@H]1CC(CC=C)OCC=C)(C)C ((S)-4-(2-allyloxy-pent-4-enyl)-2,2-dimethyl-oxazolidine-3-carboxylic acid t-butyl ester). The reagents and catalysts are CC1=CC(=C(C(=C1)C)N2CCN(C2=[Ru](=CC3=CC=CC=C3)(Cl)Cl)C4=C(C=C(C=C4C)C)C)C.C1CCC(CC1)P(C2CCCCC2)C3CCCCC3 (benzylidene[1,3-bis(2,4,6-trimethylphenyl)-2-imidazolidinylidene]dichloro-(tricyclohexylphosphine)ruthenium). Solvent: ClCCl (dichloromethane). Run at time 4 hour. Product: C(C)(C)(C)OC(=O)N1C(OC[C@@H]1CC1OCC=CC1)(C)C ((S)-4-(3,6-dihydro-2H-pyran-2-ylmethyl)-2,2-dimethyl-oxazolidine-3-carboxylic acid t-butyl ester). The yield is 92.0%. Reaction SMILES: [C:1]([O:5][C:6]([N:8]1[C@@H:12]([CH2:13][CH:14]([O:18][CH2:19][CH:20]=[CH2:21])[CH2:15]C=C)[CH2:11][O:10][C:9]1([CH3:23])[CH3:22])=[O:7])([CH3:4])([CH3:3])[CH3:2]>ClCCl.CC1C=C(C)C(N2C(=[Ru](Cl)(Cl)=CC3C=CC=CC=3)N(C3C(C)=CC(C)=CC=3C)CC2)=C(C)C=1.C1CCC(P(C2CCCCC2)C2CCCCC2)CC1>[C:1]([O:5][C:6]([N:8]1[C@@H:12]([CH2:13][CH:14]2[CH2:15][CH:21]=[CH:20][CH2:19][O:18]2)[CH2:11][O:10][C:9]1([CH3:22])[CH3:23])=[O:7])([CH3:2])([CH3:3])[CH3:4] |f:2.3|. Procedure details: To a solution of (S)-4-(2-allyloxy-pent-4-enyl)-2,2-dimethyl-oxazolidine-3-carboxylic acid t-butyl ester (1.38 g, 4.24 mmol) in dichloromethane (10 mL) was added benzylidene[1,3-bis(2,4,6-trimethylphenyl)-2-imidazolidinylidene]dichloro-(tricyclohexylphosphine)ruthenium (144 mg, 4% equivalent). The mixture was stirred at room temperature for 4 h. Solvents were evaporated and the residue was purified through flash column chromatography (silica gel, 0-20% ethyl acetate/hexanes) to afford (S)-4-(3,6... The reactants are S1C(NC2=C1C1=CC=CC=C1C=C2)=O (naphtho[2,1-d]thiazoline-2-on), COCCOCCOC(C)I (2-methoxyethoxyethoxy-1-iodoethane), [OH-].[K+] (potassium hydroxide). The solvent is C(C)O (ethanol). Run at time 4 hour. Product: COCCOCCOCCN1C(SC2=C1C=CC1=CC=CC=C12)=O (3-methoxyethoxyethoxyethylnaphtho[2,1-d]thiazolin-2-on). Reaction SMILES: [S:1]1[C:5]2[C:6]3[C:11]([CH:12]=[CH:13][C:4]=2[NH:3][C:2]1=[O:14])=[CH:10][CH:9]=[CH:8][CH:7]=3.[CH3:15][O:16][CH2:17][CH2:18][O:19][CH2:20][CH2:21][O:22][CH:23](I)[CH3:24].[OH-].[K+]>C(O)C>[CH3:15][O:16][CH2:17][CH2:18][O:19][CH2:20][CH2:21][O:22][CH2:23][CH2:24][N:3]1[C:4]2[CH:13]=[CH:12][C:11]3[C:6]([C:5]=2[S:1][C:2]1=[O:14])=[CH:7][CH:8]=[CH:9][CH:10]=3 |f:2.3|. Procedure: 2.0 g of naphtho[2,1-d]thiazoline-2-on, 3.0 g of 2-methoxyethoxyethoxy-1-iodoethane (synthesized from methoxyethoxyethoxyethyl p-toluenesulfonate and sodium iodide), 0.6 g of potassium hydroxide and 20 ml of ethanol were fed into a 50 ml short-neck flask provided with a reflux condenser, and heated under reflux and under stirring for 4 hours. After cooling to room temperature followed by extraction with 300 ml of ethyl acetate and 150 ml of water, the thus-obtained ethyl acetate layer was dried ... Starting materials: C(C1=CC=CC=C1)N[C@@H]1CN(CCO[C@H]1C1=CC(=C(C=C1)Cl)Cl)C(=O)OC(C)(C)C (tert-butyl (6R,7S)-6-(benzylamino)-7-(3,4-dichlorophenyl)-1,4-oxazepane-4-carboxylate), C(C)(=O)OCC.Cl (hydrogen chloride-ethyl acetate). Reaction conditions: time 1 hour. Yields the product Cl.C(C1=CC=CC=C1)N[C@@H]1CNCCO[C@H]1C1=CC(=C(C=C1)Cl)Cl ((6R,7S)—N-benzyl-7-(3,4-dichlorophenyl)-1,4-oxazepan-6-amine monohydrochloride). The yield is 58.2%. As a reaction SMILES: [CH2:1]([NH:8][C@H:9]1[C@H:15]([C:16]2[CH:21]=[CH:20][C:19]([Cl:22])=[C:18]([Cl:23])[CH:17]=2)[O:14][CH2:13][CH2:12][N:11](C(OC(C)(C)C)=O)[CH2:10]1)[C:2]1[CH:7]=[CH:6][CH:5]=[CH:4][CH:3]=1.C(OCC)(=O)C.Cl>>[ClH:22].[CH2:1]([NH:8][C@H:9]1[C@H:15]([C:16]2[CH:21]=[CH:20][C:19]([Cl:22])=[C:18]([Cl:23])[CH:17]=2)[O:14][CH2:13][CH2:12][NH:11][CH2:10]1)[C:2]1[CH:3]=[CH:4][CH:5]=[CH:6][CH:7]=1 |f:1.2,3.4|. Reported procedure: To tert-butyl (6R,7S)-6-(benzylamino)-7-(3,4-dichlorophenyl)-1,4-oxazepane-4-carboxylate (80 mg) was added 4.0 M hydrogen chloride-ethyl acetate solution (4 mL), and the mixture was stirred at room temperature for 1 hr. The residue obtained by concentration under reduced pressure was washed with diethyl ether to give the title compound (20 mg). The reactants are C12C=3C=C4NC(C=CC4=C(C3C(CNC1)C2)C(C(F)(F)F)=O)=O (1-(5,14-diazatetracyclo[10.3.1.02,11.04,9]hexadeca-2(11),3,7,9-tetraen-6-one-10-yl)-2,2,2-trifluoro-ethanone), O=P(Cl)(Cl)Cl (POCl3). Run at temperature 100 celsius, time 3 hour. Product: ClC1=NC2=CC=3C4CNCC(C3C(=C2C=C1)C(C(F)(F)F)=O)C4 (1-(6-Chloro-5,14-diazatetracyclo[10.3.1.02,11.04,9]hexadeca-2(11),3,5,7,9-pentaen-10-yl)-2,2,2-trifluoro-ethanone). RXN SMILES: [CH:1]12[CH2:16][CH:12]([CH2:13][NH:14][CH2:15]1)[C:11]1[C:10]([C:17](=[O:22])[C:18]([F:21])([F:20])[F:19])=[C:9]3[C:4]([NH:5][C:6](=O)[CH:7]=[CH:8]3)=[CH:3][C:2]2=1.O=P(Cl)(Cl)[Cl:26]>>[Cl:26][C:6]1[CH:7]=[CH:8][C:9]2[C:4](=[CH:3][C:2]3[CH:1]4[CH2:16][CH:12]([C:11]=3[C:10]=2[C:17](=[O:22])[C:18]([F:20])([F:19])[F:21])[CH2:13][NH:14][CH2:15]4)[N:5]=1. Procedure: 1-(5,14-diazatetracyclo[10.3.1.02,11.04,9]hexadeca-2(11),3,7,9-tetraen-6-one-10-yl)-2,2,2-trifluoro-ethanone (156 mg, 0.49 mmol) was treated with POCl3 (5 mL) and warmed to 100° C. with stirring for 3 hours. After concentration in vacuo, the residue was diluted with CH2Cl2 (15 mL) and carefully treated with saturated NaHCO3 solution (10 mL) with stirring. Once CO2 evolution slowed the mixture was separated and the aqueous layer extracted CH2Cl2 (3 times). The organic layer was washed with H2O an...